This data is from the Open Reaction Database (ORD), a public repository of structured organic reaction records. The task is: describe an organic reaction: reactants, conditions, products, and yield The reactants are Cl.[N+](=O)([O-])C=1C(=NC=CC1)NC1CCNCC1 (3-nitro-N-(piperidin-4-yl)pyridin-2-amine hydrochloride), Cl.[N+](=O)([O-])C=1C(=NC=CC1)NC1CCNCC1 (3-nitro-N-(piperidin-4-yl)pyridin-2-amine hydrochloride), ClC=1SC2=C(N1)C=CC=C2 (2-chloro-benzo[d]thiazole). Solvent: CN1CCCC1 (N-methylpyrrolidine), O (water). Reaction conditions: temperature 180 celsius. Product: S1C(=NC2=C1C=CC=C2)N2CCC(CC2)NC2=NC=CC=C2[N+](=O)[O-] (N-(1-(benzo[d]thiazol-2-yl)piperidin-4-yl)-3-nitropyridin-2-amine). Yield: 33.9%. RXN SMILES: Cl.[N+:2]([C:5]1[C:6]([NH:11][CH:12]2[CH2:17][CH2:16][NH:15][CH2:14][CH2:13]2)=[N:7][CH:8]=[CH:9][CH:10]=1)([O-:4])=[O:3].Cl[C:19]1[S:20][C:21]2[CH:27]=[CH:26][CH:25]=[CH:24][C:22]=2[N:23]=1>CN1CCCC1.O>[S:20]1[C:21]2[CH:27]=[CH:26][CH:25]=[CH:24][C:22]=2[N:23]=[C:19]1[N:15]1[CH2:16][CH2:17][CH:12]([NH:11][C:6]2[C:5]([N+:2]([O-:4])=[O:3])=[CH:10][CH:9]=[CH:8][N:7]=2)[CH2:13][CH2:14]1 |f:0.1|. Reported procedure: A mixture of 3-nitro-N-(piperidin-4-yl)pyridine-2-amine hydrochloride (intermediate 58, 500 mg, 2.24 mmol) and 2-chloro-benzo[d]thiazole (379 mg, 2.24 mmol) in N-methylpyrrolidine (5 mL) was heated at 180° C. in microwave for 2 hours. The mixture was diluted with water (60 mL) and extracted with ethyl acetate (2×50 mL). The organic layer was dried over sodium sulfate and concentrated under reduced pressure. Purification by silica chromatography gave N-(1-(benzo[d]thiazol-2-yl)piperidin-4-yl)-3-n... Reactants: [OH-].[Na+] (sodium hydroxide), CC(C(C)=O)(C)C (3,3-dimethylbutan-2-one), N1=CC(=CC=C1)C=O (3-pyridinealdehyde). Run in O (water). Run at time 8 hour. Yields the product CC(C(C=CC=1C=NC=CC1)=O)(C)C (4,4-dimethyl-1-pyridin-3-yl-1-penten-3-one). The yield is 51.5%. RXN SMILES: [OH-].[Na+].[CH3:3][C:4]([CH3:9])([CH3:8])[C:5](=[O:7])[CH3:6].[N:10]1[CH:15]=[CH:14][CH:13]=[C:12]([CH:16]=O)[CH:11]=1>O>[CH3:3][C:4]([CH3:9])([CH3:8])[C:5](=[O:7])[CH:6]=[CH:16][C:12]1[CH:11]=[N:10][CH:15]=[CH:14][CH:13]=1 |f:0.1|. Procedure details: 100 ml of 10% strength sodium hydroxide solution were added to a solution of 35 g (0.35 mol) of 3,3-dimethylbutan-2-one and 38 g (0.355 mol) of 3-pyridinealdehyde in 2,000 ml of water and the solution was stirred overnight at room temperature. The crystalline precipitate was filtered off, dried and recrystallized from n-hexane. 34.1 g (51.5% of theory) of 4,4-dimethyl-1-pyridin-3-yl-1-penten-3-one of melting point 68°-70° C. were obtained. ##STR117## Starting materials: OC=1C=CC2=C(C=CCO2)C1 (6-hydroxybenzopyran). The reagents and catalysts are C1=CC=C(C=C1)P(C2=CC=CC=C2)C3=CC=CC=C3.C1=CC=C(C=C1)P(C2=CC=CC=C2)C3=CC=CC=C3.C1=CC=C(C=C1)P(C2=CC=CC=C2)C3=CC=CC=C3.[Cl-].[Rh] (Wilkinson's catalyst). Solvent: C1=CC=CC=C1 (benzene). Reaction conditions: time 40 minute. Yields the product OC=1C=CC2=C(CCCO2)C1 (2,3-dihydro-6-hydroxybenzopyran). Yield: 92.1%. Reaction SMILES: [OH:1][C:2]1[CH:3]=[CH:4][C:5]2[O:10][CH2:9][CH:8]=[CH:7][C:6]=2[CH:11]=1>C1C=CC=CC=1.C1C=CC(P(C2C=CC=CC=2)C2C=CC=CC=2)=CC=1.C1C=CC(P(C2C=CC=CC=2)C2C=CC=CC=2)=CC=1.C1C=CC(P(C2C=CC=CC=2)C2C=CC=CC=2)=CC=1.[Cl-].[Rh]>[OH:1][C:2]1[CH:3]=[CH:4][C:5]2[O:10][CH2:9][CH2:8][CH2:7][C:6]=2[CH:11]=1 |f:2.3.4.5.6|. Reported procedure: The 6-hydroxybenzopyran (1.5 g; 10 mM) was dissolved in 100 ml of anhydrous benzene along with Wilkinson's catalyst (280 mgs; 0.30 mM). This hydrogenation bottle containing this reaction mixture was first flushed with nitrogen and then with hydrogen. The bottle was pressurized to 40 psi in a Paar shaker and agitated for 40 minutes at which time the pressure in the bottle (400 ml dead volume) had droped to 30 psi and was dropping no further. The bottle was then flushed with nitrogen and the solve... The reactants are FC=1C(NC(N([C@H]2C[C@H](O)[C@@H](CO)O2)C1)=O)=O (5-fluoro-2′-deoxyuridine), C(C1=CC=C(OC)C=C1)(C1=CC=C(OC)C=C1)(C1=CC=CC=C1)Cl (DMTrCl), [Si](C)(C)(C(C)(C)C)Cl (t-butyldimethylsilylchloride), N1C=NC=C1 (imidazole). Run in N1=CC=CC=C1 (pyridine), O (Water), O (Water). Run at temperature 0 celsius, time 2 hour. Product: [Si](C)(C)(C(C)(C)C)O[C@H]1C[C@@H](O[C@@H]1CO)N1C(=O)NC(=O)C(=C1)F (3′-O-(t-butyldimethylsilyl)-5-fluoro-2′-deoxyuridine). Yield: 77.7%. As a reaction SMILES: [F:1][C:2]1[C:3](=[O:17])[NH:4][C:5](=[O:16])[N:6]([CH:15]=1)[C@@H:7]1[O:14][C@H:11]([CH2:12][OH:13])[C@@H:9]([OH:10])[CH2:8]1.C(Cl)(C1C=CC=CC=1)(C1C=CC(OC)=CC=1)C1C=CC(OC)=CC=1.N1C=CN=C1.[Si:47](Cl)([C:50]([CH3:53])([CH3:52])[CH3:51])([CH3:49])[CH3:48]>N1C=CC=CC=1.O>[Si:47]([O:10][C@@H:9]1[C@@H:11]([CH2:12][OH:13])[O:14][C@@H:7]([N:6]2[CH:15]=[C:2]([F:1])[C:3](=[O:17])[NH:4][C:5]2=[O:16])[CH2:8]1)([C:50]([CH3:53])([CH3:52])[CH3:51])([CH3:49])[CH3:48]. Procedure details: To a solution of 5-fluoro-2′-deoxyuridine (FDUR) (4.92 g, 20 mmol) in pyridine (100 mL) was added DMTrCl (10.16 g, 30 mmol) portion-wise at 0° C. and the solution was stirred at 0° C. for 2 h. Water (5 mL) was added and the mixture was evaporated to dryness and the residue was co-evaporated with toluene (2×20 mL). The residue was dissolved in EtOAc (200 mL) and the solution was washed with brine and dried over Na2SO4. Solvent was removed and the residue was dissolved in CH2Cl2 (100 ml). To the s... Procedure details: Substantially the same procedure as in Example 7 was repeated using 2.50 g (12.6 mmol) of 5,6-diamino-1,3-diethyluracil and 3.31 g (14.9 mmol) of 3-methoxy-4,5-methylenedioxycinnamic acid. Then, the resultant crude crystals were recrystallized from tetrahydrofuran/water to give 600 mg (yield 53%) of Compound 169 as a white powder. Yield: 12.4%. Reaction SMILES: [NH2:1][C:2]1[C:3](=[O:14])[N:4]([CH2:12][CH3:13])[C:5](=[O:11])[N:6]([CH2:9][CH3:10])[C:7]=1[NH2:8].[CH3:15][O:16][C:17]1[CH:18]=[C:19]([CH:25]=[C:26]2[O:30][CH2:29][O:28][C:27]=12)[CH:20]=[CH:21][C:22](O)=O>>[CH2:12]([N:4]1[C:3](=[O:14])[C:2]2[NH:1][C:22](/[CH:21]=[CH:20]/[C:19]3[CH:25]=[C:26]4[O:30][CH2:29][O:28][C:27]4=[C:17]([O:16][CH3:15])[CH:18]=3)=[N:8][C:7]=2[N:6]([CH2:9][CH3:10])[C:5]1=[O:11])[CH3:13]. The product is C(C)N1C(=O)N(C=2N=C(NC2C1=O)\C=C\C1=CC(=C2C(=C1)OCO2)OC)CC ((E)-1,3-Diethyl-8-(3-methoxy-4,5-methylenedioxystyryl)xanthine). Reactants: NC=1C(N(C(N(C1N)CC)=O)CC)=O (5,6-diamino-1,3-diethyluracil), COC=1C=C(C=CC(=O)O)C=C2C1OCO2 (3-methoxy-4,5-methylenedioxycinnamic acid). Starting materials: CCOCCl, Cc1ccccc1, COC(=O)C1=C(C)NC(C)=C(C(=O)OCCBr)C1c1cccc([N+](=O)[O-])c1, [H-], [Na+], C1CCOC1, O. Product: CCOCN1C(C)=C(C(=O)OC)C(c2cccc([N+](=O)[O-])c2)C(C(=O)OCCBr)=C1C. Reaction SMILES: [CH2:30]([CH3:31])[O:32][CH2:33][Cl:34].[CH3:35][c:36]1[cH:37][cH:38][cH:39][cH:40][cH:41]1.[CH3:3][C:4]1=[C:9]([C:10](=[O:11])[O:12][CH3:13])[CH:8]([c:14]2[cH:15][c:16]([N+:20](=[O:21])[O-:22])[cH:17][cH:18][cH:19]2)[C:7]([C:23](=[O:24])[O:25][CH2:26][CH2:27][Br:28])=[C:6]([CH3:29])[NH:5]1.[H-:1].[Na+:2].[O:42]1[CH2:43][CH2:44][CH2:45][CH2:46]1.[OH2:47]>>[CH3:3][C:4]1=[C:9]([C:10](=[O:11])[O:12][CH3:13])[CH:8]([c:14]2[cH:15][c:16]([N+:20](=[O:21])[O-:22])[cH:17][cH:18][cH:19]2)[C:7]([C:23](=[O:24])[O:25][CH2:26][CH2:27][Br:28])=[C:6]([CH3:29])[N:5]1[CH2:33][O:32][CH2:30][CH3:31]. The reactants are ClCCl, CC1(C(=O)c2ccc(F)cc2)CCNCC1, O=C(O)C(F)(F)F. Product: CC1(C(=O)c2ccc(F)cc2)CCNCC1, O=C(O)C(F)(F)F. As a reaction SMILES: [Cl:24][CH2:25][Cl:26].[F:1][c:2]1[cH:3][cH:4][c:5]([C:8](=[O:9])[C:10]2([CH3:16])[CH2:11][CH2:12][NH:13][CH2:14][CH2:15]2)[cH:6][cH:7]1.[OH:17][C:18](=[O:19])[C:20]([F:21])([F:22])[F:23]>>[F:1][c:2]1[cH:3][cH:4][c:5]([C:8](=[O:9])[C:10]2([CH3:16])[CH2:11][CH2:12][NH:13][CH2:14][CH2:15]2)[cH:6][cH:7]1.[O:17]=[C:18]([OH:19])[C:20]([F:21])([F:22])[F:23].